Dataset: the Open Reaction Database (ORD), a public repository of structured organic reaction records. Task: describe an organic reaction: reactants, conditions, products, and yield Reactants: CCOC(=O)C1(NC(=O)c2cccc(C)c2I)Cc2ccccc2C1, CCO, CC1(C)OB(C=CC2CC2)OC1(C)C, [K+], [K+], O=C([O-])[O-], C1COCCO1, [Pd]. The product is CCOC(=O)C1(NC(=O)c2cccc(C)c2C=CC2CC2)Cc2ccccc2C1. RXN SMILES: [CH2:1]([CH3:2])[O:3][C:4](=[O:5])[C:6]1([NH:15][C:16]([c:17]2[c:18]([I:24])[c:19]([CH3:23])[cH:20][cH:21][cH:22]2)=[O:25])[CH2:7][c:8]2[cH:9][cH:10][cH:11][cH:12][c:13]2[CH2:14]1.[CH3:46][CH2:47][OH:48].[CH:26]1([CH:29]=[CH:30][B:31]2[O:32][C:33]([CH3:34])([CH3:35])[C:36]([CH3:37])([CH3:38])[O:39]2)[CH2:27][CH2:28]1.[K+:40].[K+:41].[O-:42][C:43]([O-:44])=[O:45].[O:49]1[CH2:50][CH2:51][O:52][CH2:53][CH2:54]1.[Pd:55]>>[CH2:1]([CH3:2])[O:3][C:4](=[O:5])[C:6]1([NH:15][C:16]([c:17]2[c:18]([CH:30]=[CH:29][CH:26]3[CH2:27][CH2:28]3)[c:19]([CH3:23])[cH:20][cH:21][cH:22]2)=[O:25])[CH2:7][c:8]2[cH:9][cH:10][cH:11][cH:12][c:13]2[CH2:14]1.